This data is from the Open Reaction Database (ORD), a public repository of structured organic reaction records. The task is: describe an organic reaction: reactants, conditions, products, and yield Reactants: ClC1=CC=C(C=C1)[C@@H](CN(C(OC(C)(C)C)=O)C(C)C)C(=O)N1CCN(CC1)C1=C2C(=NC=C1C1=CC(=CC=C1)OC)NC=C2 ((S)-tert-Butyl 2-(4-chlorophenyl)-3-(4-(5-(3-methoxyphenyl)-1H-pyrrolo[2,3-b]pyridin-4-yl)piperazin-1-yl)-3-oxopropyl(isopropyl)carbamate), C1(=C(C(=C(C(=C1F)F)F)N)F)N.Cl.Cl (dihydrochloride), C(=O)(C(F)(F)F)O (TFA). The solvent is C(Cl)Cl (DCM). Conditions: time 1 hour. Yields the product ClC1=CC=C(C=C1)[C@H](C(=O)N1CCN(CC1)C1=C2C(=NC=C1C1=CC(=CC=C1)OC)NC=C2)CNC(C)C ((S)-2-(4-chlorophenyl)-3-(isopropylamino)-1-(4-(5-(3-methoxyphenyl)-1H-pyrrolo[2,3-b]pyridin-4-yl)piperazin-1-yl)propan-1-one). Yield: 81.0%. RXN SMILES: [Cl:1][C:2]1[CH:7]=[CH:6][C:5]([C@H:8]([C:21]([N:23]2[CH2:28][CH2:27][N:26]([C:29]3[C:34]([C:35]4[CH:40]=[CH:39][CH:38]=[C:37]([O:41][CH3:42])[CH:36]=4)=[CH:33][N:32]=[C:31]4[NH:43][CH:44]=[CH:45][C:30]=34)[CH2:25][CH2:24]2)=[O:22])[CH2:9][N:10]([CH:18]([CH3:20])[CH3:19])C(=O)OC(C)(C)C)=[CH:4][CH:3]=1.C(O)(C(F)(F)F)=O.C1(N)C(F)=C(F)C(F)=C(N)C=1F.Cl.Cl>C(Cl)Cl>[Cl:1][C:2]1[CH:7]=[CH:6][C:5]([C@@H:8]([CH2:9][NH:10][CH:18]([CH3:20])[CH3:19])[C:21]([N:23]2[CH2:24][CH2:25][N:26]([C:29]3[C:34]([C:35]4[CH:40]=[CH:39][CH:38]=[C:37]([O:41][CH3:42])[CH:36]=4)=[CH:33][N:32]=[C:31]4[NH:43][CH:44]=[CH:45][C:30]=34)[CH2:27][CH2:28]2)=[O:22])=[CH:4][CH:3]=1 |f:2.3.4|. Procedure: (S)-tert-Butyl 2-(4-chlorophenyl)-3-(4-(5-(3-methoxyphenyl)-1H-pyrrolo[2,3-b]pyridin-4-yl)piperazin-1-yl)-3-oxopropyl(isopropyl)carbamate (0.041 g, 0.065 mmol) was placed in DCM (3 mL) at room temperature. TFA (0.3 mL) was then added, and the reaction was stirred at room temperature for 1 hour. The reaction was then concentrated to dryness, dissolved in minimal DCM, and added dropwise to a stirring solution of 1M HCl in ether. The solid product was filtered, washed with ether, and dried to give ... Reactants: C(C)(C)(C)OC(NCCCNC(=O)C1=C(NC(=C1C)\C=C\1/C(NC2=CC=C(C=C12)F)=O)C)=O ([3-({5-[5-Fluoro-2-oxo-1,2-dihydro-indol-(3Z)-ylidenemethyl]-2,4-dimethyl-1H-pyrrole-3-carbonyl}-amino)-propyl]-carbamic acid tert-butyl ester), Cl (HCl). The solvent is O1CCOCC1 (dioxane), CO (methanol). Reaction conditions: time 8 hour. Product: NCCCNC(=O)C1=C(NC(=C1C)\C=C\1/C(NC2=CC=C(C=C12)F)=O)C (5-[5-Fluoro-2-oxo-1,2-dihydro-indol-(3Z)-ylidenemethyl]-2,4-dimethyl-1H-pyrrole-3-carboxylic acid (3-amino-propyl)-amide). Yield: 91.0%. As a reaction SMILES: C(OC(=O)[NH:7][CH2:8][CH2:9][CH2:10][NH:11][C:12]([C:14]1[C:18]([CH3:19])=[C:17](/[CH:20]=[C:21]2\[C:22](=[O:31])[NH:23][C:24]3[C:29]\2=[CH:28][C:27]([F:30])=[CH:26][CH:25]=3)[NH:16][C:15]=1[CH3:32])=[O:13])(C)(C)C.Cl>CO.O1CCOCC1>[NH2:7][CH2:8][CH2:9][CH2:10][NH:11][C:12]([C:14]1[C:18]([CH3:19])=[C:17](/[CH:20]=[C:21]2\[C:22](=[O:31])[NH:23][C:24]3[C:29]\2=[CH:28][C:27]([F:30])=[CH:26][CH:25]=3)[NH:16][C:15]=1[CH3:32])=[O:13]. Procedure details: [3-({5-[5-Fluoro-2-oxo-1,2-dihydro-indol-(3Z)-ylidenemethyl]-2,4-dimethyl-1H-pyrrole-3-carbonyl}-amino)-propyl]-carbamic acid tert-butyl ester was suspended in methanol. 2 ml of HCl (4N) in dioxane was added and the reaction stirred at room temperature overnight. The solvent was removed to yield the desired compound (0.098 g, 91%). 1H NMR (400 MHz, DMSO-d6) δ 13.8 (s, 1H); 11.00 (s, 1H); 7.90-7.70 (m, 5H); 6.9 (m, 2H); 3.30 (q, 2H); 2.80 (q, 2H); 2.50 (dd, 6H) 1.80 (m, 2H). LCMS: inconclusive du...